From a dataset of the Open Reaction Database (ORD), a public repository of structured organic reaction records. describe an organic reaction: reactants, conditions, products, and yield The reactants are C(C)(C)[Mg]Cl (Isopropylmagnesium chloride), solution, C1(CC1)N (cyclopropylamine), COC(C1=CC(=C(C=C1)C)N1C(C(=NC=C1)NC1(CC1)C1=C(C=CC(=C1)F)O)=O)=O (3-[3-[[1-(5-fluoro-2-hydroxyphenyl)cyclopropyl]amino]-2-oxo-1(2H)-pyrazinyl]-4-methyl-benzoic acid methyl ester), Cl (HCl). Run in C1CCOC1 (THF), C1CCOC1 (THF), O (Water). Reaction conditions: time 1 hour. The product is C1(CC1)NC(C1=CC(=C(C=C1)C)N1C(C(=NC=C1)NC1(CC1)C1=C(C=CC(=C1)F)O)=O)=O (N-cyclopropyl-3-[3-[[1-(5-fluoro-2-hydroxyphenyl)cyclopropyl]amino]-2-oxo-1(2H)-pyrazinyl]-4-methyl-benzamide). RXN SMILES: C([Mg]Cl)(C)C.[CH:6]1([NH2:9])[CH2:8][CH2:7]1.C[O:11][C:12](=O)[C:13]1[CH:18]=[CH:17][C:16]([CH3:19])=[C:15]([N:20]2[CH:25]=[CH:24][N:23]=[C:22]([NH:26][C:27]3([C:30]4[CH:35]=[C:34]([F:36])[CH:33]=[CH:32][C:31]=4[OH:37])[CH2:29][CH2:28]3)[C:21]2=[O:38])[CH:14]=1.Cl>C1COCC1.O>[CH:6]1([NH:9][C:12](=[O:11])[C:13]2[CH:18]=[CH:17][C:16]([CH3:19])=[C:15]([N:20]3[CH:25]=[CH:24][N:23]=[C:22]([NH:26][C:27]4([C:30]5[CH:35]=[C:34]([F:36])[CH:33]=[CH:32][C:31]=5[OH:37])[CH2:29][CH2:28]4)[C:21]3=[O:38])[CH:14]=2)[CH2:8][CH2:7]1. Procedure details: Isopropylmagnesium chloride (5.86 mL of a 2M solution in THF) was added over 20 min to a solution of cyclopropylamine (2.066 mL) and 3-[3-[[1-(5-fluoro-2-hydroxyphenyl)cyclopropyl]amino]-2-oxo-1(2H)-pyrazinyl]-4-methyl-benzoic acid methyl ester (Example 278c, 1.2 g) in THF (200 mL) at room temperature under nitrogen. The reaction mixture was stirred for 1 h. Water and 2M HCl were cautiously added and the aqueous layer extracted with dichloromethane (3×200 mL), dried (MgSO4) and the solvent remov... The reactants are C(=O)(N1C=NC=C1)N1C=NC=C1 (1,1′-carbonyldiimidazole), NC=1SC=C(N1)CC(=O)O ((2-aminothiazole-4-yl)-acetic acid), FC(C(=O)[O-])(F)F.N[C@H]1[C@H]2SCC(=C(N2C1=O)C(=O)O)/C=C\1/C(N(CC1)CC1=CC=[N+](C=C1)CC(NC1=CC=C(C=C1)O)=O)=O ((E)-(6R,7R)-7-amino-3-[1-[1-[(4-hydroxy-phenylcarbamoyl)-methyl]-pyridin-1-ium-4-ylmethyl]-2-oxo-pyrrolidin-3-ylidenemethyl]-8-oxo-5-thia-1-aza-bicyclo[4.2.0]oct-2-ene-2-carboxylate trifluoroacetate). Run in CN(C=O)C (N,N-dimethylformamide). The product is NC=1SC=C(N1)CC(=O)N[C@H]1[C@H]2SCC(=C(N2C1=O)C(=O)[O-])/C=C\1/C(N(CC1)CC1=CC=[N+](C=C1)CC(NC1=CC=C(C=C1)O)=O)=O ((E)-(6R,7R)-7-[2-(2-Amino-thiazol-4-yl)-acetylamino]-3-[1-[1-[(4-hydroxyphenylcarbamoyl)-methyl]-pyridin-1-ium-4-ylmethyl]-2-oxo-pyrrolidin-3-ylidenemethyl]-8-oxo-5-thia-1-aza-bicyclo[4.2.0]oct-2-ene-2-carboxylate). As a reaction SMILES: C(N1C=CN=C1)(N1C=CN=C1)=O.[NH2:13][C:14]1[S:15][CH:16]=[C:17]([CH2:19][C:20]([OH:22])=O)[N:18]=1.FC(F)(F)C([O-])=O.[NH2:30][C@@H:31]1[C:38](=[O:39])[N:37]2[C@@H:32]1[S:33][CH2:34][C:35](/[CH:43]=[C:44]1/[C:45](=[O:67])[N:46]([CH2:49][C:50]3[CH:55]=[CH:54][N+:53]([CH2:56][C:57](=[O:66])[NH:58][C:59]4[CH:64]=[CH:63][C:62]([OH:65])=[CH:61][CH:60]=4)=[CH:52][CH:51]=3)[CH2:47][CH2:48]/1)=[C:36]2[C:40]([OH:42])=[O:41]>CN(C)C=O>[NH2:13][C:14]1[S:15][CH:16]=[C:17]([CH2:19][C:20]([NH:30][C@@H:31]2[C:38](=[O:39])[N:37]3[C@@H:32]2[S:33][CH2:34][C:35](/[CH:43]=[C:44]2/[C:45](=[O:67])[N:46]([CH2:49][C:50]4[CH:51]=[CH:52][N+:53]([CH2:56][C:57](=[O:66])[NH:58][C:59]5[CH:60]=[CH:61][C:62]([OH:65])=[CH:63][CH:64]=5)=[CH:54][CH:55]=4)[CH2:47][CH2:48]/2)=[C:36]3[C:40]([O-:42])=[O:41])=[O:22])[N:18]=1 |f:2.3|. Procedure: With 54.5 mg (0.34 mmol) 1,1′-carbonyldiimidazole, 53.0 mg (0.34 mmol) (2-aminothiazole-4-yl)-acetic acid and 182.0 mg (0.28 mmol) (E)-(6R,7R)-7-amino-3-[1-[1-[(4-hydroxy-phenylcarbamoyl)-methyl]-pyridin-1-ium-4-ylmethyl]-2-oxo-pyrrolidin-3-ylidenemethyl]-8-oxo-5-thia-1-aza-bicyclo[4.2.0]oct-2-ene-2-carboxylate trifluoroacetate in 4 ml N,N-dimethylformamide. The resulting solid was purified by reversed phase chromatography (RP-18 LiChroPrep gel, water:acetonitrile=9:1). The organic solvent was s... Starting materials: N#Cc1ccc(CCl)cc1, O=C([O-])[O-], CC1(C)CCC(C)(C)c2cc(O)ccc21, CCC(C)=O, CN(C)C=O, [K+], [K+], O. Product: CC1(C)CCC(C)(C)c2cc(OCc3ccc(C#N)cc3)ccc21. Reaction SMILES: [C:16](#[N:17])[c:18]1[cH:19][cH:20][c:21]([CH2:22][Cl:23])[cH:24][cH:25]1.[C:26](=[O:27])([O-:28])[O-:29].[CH3:1][C:2]1([CH3:15])[c:3]2[cH:4][cH:5][c:6]([OH:14])[cH:7][c:8]2[C:9]([CH3:12])([CH3:13])[CH2:10][CH2:11]1.[CH3:33][C:34](=[O:35])[CH2:36][CH3:37].[CH3:38][N:39]([CH3:40])[CH:41]=[O:42].[K+:30].[K+:31].[OH2:32]>>[CH3:1][C:2]1([CH3:15])[c:3]2[cH:4][cH:5][c:6]([O:14][CH2:22][c:21]3[cH:20][cH:19][c:18]([C:16]#[N:17])[cH:25][cH:24]3)[cH:7][c:8]2[C:9]([CH3:12])([CH3:13])[CH2:10][CH2:11]1. Reactants: COC1=CC(=CC(=C1)CC)OC (1,3-Dimethoxy-5-ethylbenzene), Br (hydrobromic acid). Run in C(C)(=O)O (acetic acid). Product: OC1=CC(=CC(=C1)CC)O (1,3-dihydroxy-5-ethylbenzene). Yield: 92.9%. Reaction SMILES: C[O:2][C:3]1[CH:8]=[C:7]([CH2:9][CH3:10])[CH:6]=[C:5]([O:11]C)[CH:4]=1.Br>C(O)(=O)C>[OH:2][C:3]1[CH:8]=[C:7]([CH2:9][CH3:10])[CH:6]=[C:5]([OH:11])[CH:4]=1. Procedure details: 1,3-Dimethoxy-5-ethylbenzene (7.69 g) is dissolved in acetic acid (80 ml), and thereto is added with stirring 47% hydrobromic acid at room temperature. The mixture is refluxed for three hours, and the reaction mixture is cooled to room temperature. The mixture is concentrated to dryness under reduced pressure, and the residue is dissolved in ethyl acetate. The organic layer is washed successively with water and a saturated aqueous sodium chloride solution, dried, and concentrated under reduced p... Starting materials: FC1=CC=C(C(=O)OC)C=C1 (methyl 4-fluorobenzoate), N1(CCCC1)C1CCNCC1 (4-(1-pyrrolidinyl)piperidine). The solvent is CS(=O)C (dimethylsulfoxide), O (water), C(C)(=O)OCC (ethyl acetate). Run at temperature 150 celsius, time 4 hour. The product is N1(CCCC1)C1CCN(CC1)C1=CC=C(C(=O)OC)C=C1 (Methyl 4-(4-(pyrrolidin-1-yl)piperidin-1-yl)benzoate). Yield: 73.4%. Reaction SMILES: F[C:2]1[CH:11]=[CH:10][C:5]([C:6]([O:8][CH3:9])=[O:7])=[CH:4][CH:3]=1.[N:12]1([CH:17]2[CH2:22][CH2:21][NH:20][CH2:19][CH2:18]2)[CH2:16][CH2:15][CH2:14][CH2:13]1>CS(C)=O.O.C(OCC)(=O)C>[N:12]1([CH:17]2[CH2:22][CH2:21][N:20]([C:2]3[CH:11]=[CH:10][C:5]([C:6]([O:8][CH3:9])=[O:7])=[CH:4][CH:3]=3)[CH2:19][CH2:18]2)[CH2:16][CH2:15][CH2:14][CH2:13]1. Procedure: Commercially available methyl 4-fluorobenzoate (1.5 g, 9.73 mmol) was added to a solution of commercially available 4-(1-pyrrolidinyl)piperidine (3.0 g, 19.5 mmol) in dimethylsulfoxide (15 mL) at room temperature and then the mixture was stirred under nitrogen atmosphere and under irradiation with microwave at 150° C. for 4 hours. The reaction liquid was allowed to stand to cool to room temperature and then diluted with water and ethyl acetate. The organic layer was washed with water and then dr... Starting materials: C(C1=CC=CC=C1)OC(=O)N1[C@@H](CCC1)C(NC1=CC(=CC=C1)B1OC(C(O1)(C)C)(C)C)=O ((S)-2-[3-(4,4,5,5-tetramethyl-[1,3,2]dioxaborolan-2-yl)-phenylcarbamoyl]-pyrrolidine-1-carboxylic acid benzyl ester), BrC=1C=C(C=CC1)CC(=O)NC1CC1 (2-(3-bromo-phenyl)-N-cyclopropyl-acetamide), Pd[P(Ph)3]4, CN(C)C=O (DMF). Run in CO (methanol), C(=O)(O)[O-].[Na+] (NaHCO3). Conditions: temperature 70 celsius. Yields the product C(C1=CC=CC=C1)OC(=O)N1[C@@H](CCC1)C(NC=1C=C(C=CC1)C1=CC(=CC=C1)CC(NC1CC1)=O)=O ((S)-2-(3′-Cyclopropylcarbamoylmethyl-biphenyl-3-ylcarbamoyl)-pyrrolidine-1-carboxylic acid benzyl ester). Reaction SMILES: [CH2:1]([O:8][C:9]([N:11]1[CH2:15][CH2:14][CH2:13][C@H:12]1[C:16](=[O:33])[NH:17][C:18]1[CH:23]=[CH:22][CH:21]=[C:20](B2OC(C)(C)C(C)(C)O2)[CH:19]=1)=[O:10])[C:2]1[CH:7]=[CH:6][CH:5]=[CH:4][CH:3]=1.Br[C:35]1[CH:36]=[C:37]([CH2:41][C:42]([NH:44][CH:45]2[CH2:47][CH2:46]2)=[O:43])[CH:38]=[CH:39][CH:40]=1.CN(C=O)C>CO.C([O-])(O)=O.[Na+]>[CH2:1]([O:8][C:9]([N:11]1[CH2:15][CH2:14][CH2:13][C@H:12]1[C:16](=[O:33])[NH:17][C:18]1[CH:19]=[C:20]([C:35]2[CH:40]=[CH:39][CH:38]=[C:37]([CH2:41][C:42](=[O:43])[NH:44][CH:45]3[CH2:47][CH2:46]3)[CH:36]=2)[CH:21]=[CH:22][CH:23]=1)=[O:10])[C:2]1[CH:7]=[CH:6][CH:5]=[CH:4][CH:3]=1 |f:4.5|. Reported procedure: A solution of (S)-2-[3-(4,4,5,5-tetramethyl-[1,3,2]dioxaborolan-2-yl)-phenylcarbamoyl]-pyrrolidine-1-carboxylic acid benzyl ester (74 mg, 0.16 mmol), 2-(3-bromo-phenyl)-N-cyclopropyl-acetamide (42.0 mg, 0.17 mmol), and Pd[P(Ph)3]4 (14.3 mg, 7.5 mol %) in methanol (2 mL), NaHCO3 (sat. aq., 300 μL), and DMF (400 μL) was degassed and heated to 70° C. overnight in a sealed vial. The reaction was cooled, filtered, and purified by reverse phase HPLC to give the desired product. Yield 5.3 mg. MS: 498.2... The reactants are NCCCOC1=CC=C(C(=O)N2CCC(CC2)N2C(=O)CCC3=CC=CC=C23)C=C1 (1-{1-[4-(3-aminopropoxy)benzoyl]-4-piperidinyl}-3,4-dihydrocarbostyril), C(C1=CC=CC=C1)=O (benzaldehyde), B.[Na] (sodium boron hydride). Run in CO (methanol). Conditions: time 3 hour. The product is N1C(=O)CCC2=CC=CC=C12 (3,4-dihydrocarbostyril). The yield is 201.7%. RXN SMILES: NCCCOC1C=CC(C(N2CCC([N:18]3[C:28]4[C:23](=[CH:24][CH:25]=[CH:26][CH:27]=4)[CH2:22][CH2:21][C:19]3=[O:20])CC2)=O)=CC=1.C(=O)C1C=CC=CC=1.B.[Na]>CO>[NH:18]1[C:28]2[C:23](=[CH:24][CH:25]=[CH:26][CH:27]=2)[CH2:22][CH2:21][C:19]1=[O:20] |f:2.3,^1:39|. Procedure: A mixture of 1-{1-[4-(3-aminopropoxy)benzoyl]-4-piperidinyl}-3,4-dihydrocarbostyril (1.4 g), benzaldehyde (0.42 ml) and methanol (15 ml) is stirred at room temperature for 3 hours and cooled with ice. Thereto is added sodium boron hydride (0.21 g) and the mixture is stirred under ice cooling for 2 hours and then allowed to stand at room temperature overnight. The solvent is distilled off and water is added to the resulting residue and the mixture is extracted with ethyl acetate. The extract is w... Product: Cc1cn(-c2cccc(C(F)(F)F)c2)cc1C=O. Reactants: [Al+3], COC(=O)c1cn(-c2cccc(C(F)(F)F)c2)cc1C, [H-], [H-], [H-], [H-], [Li+], [Na+], C1CCOC1, [OH-], O. Reaction SMILES: [Al+3:22].[CH3:1][c:2]1[c:3]([C:17](=[O:18])[O:19][CH3:20])[cH:4][n:5](-[c:7]2[cH:8][c:9]([C:13]([F:14])([F:15])[F:16])[cH:10][cH:11][cH:12]2)[cH:6]1.[H-:21].[H-:24].[H-:25].[H-:26].[Li+:23].[Na+:29].[O:30]1[CH2:31][CH2:32][CH2:33][CH2:34]1.[OH-:28].[OH2:27]>>[CH3:1][c:2]1[c:3]([CH:17]=[O:18])[cH:4][n:5](-[c:7]2[cH:8][c:9]([C:13]([F:14])([F:15])[F:16])[cH:10][cH:11][cH:12]2)[cH:6]1. The reactants are CCOC(C)=O, CC(C)[Si](Cl)(C(C)C)C(C)C, COc1cc(C=O)cc(F)c1O, CN(C)C=O, O, c1c[nH]cn1. The product is COc1cc(C=O)cc(F)c1O[Si](C(C)C)(C(C)C)C(C)C. Reaction SMILES: [CH3:35][CH2:36][O:37][C:38](=[O:39])[CH3:40].[Cl:6][Si:7]([CH:8]([CH3:9])[CH3:10])([CH:11]([CH3:12])[CH3:13])[CH:14]([CH3:15])[CH3:16].[F:17][c:18]1[cH:19][c:20]([CH:21]=[O:22])[cH:23][c:24]([O:27][CH3:28])[c:25]1[OH:26].[O:30]=[CH:31][N:32]([CH3:33])[CH3:34].[OH2:29].[nH:1]1[cH:2][cH:3][n:4][cH:5]1>>[Si:7]([CH:8]([CH3:9])[CH3:10])([CH:11]([CH3:12])[CH3:13])([CH:14]([CH3:15])[CH3:16])[O:26][c:25]1[c:18]([F:17])[cH:19][c:20]([CH:21]=[O:22])[cH:23][c:24]1[O:27][CH3:28].